The task is: describe an organic reaction: reactants, conditions, products, and yield. This data is from the Open Reaction Database (ORD), a public repository of structured organic reaction records. The reactants are ice, ClC=1C=CC=C2CCC(CC12)N(C(CC)=O)CCC (8-chloro-2-(N-n-propyl-N-propionylamino)tetralin), [N+](=O)([O-])C (nitromethane), compound 3. The product is ClC=1C=CC(=C2CCC(CC12)N(C(CC)=O)CCC)[N+](=O)[O-] (8-chloro-5-nitro-2-(N-n-propyl-N-propionylamino)tetralin). Isolated yield 31.0%. RXN SMILES: [Cl:1][C:2]1[CH:3]=[CH:4][CH:5]=[C:6]2[C:11]=1[CH2:10][CH:9]([N:12]([CH2:17][CH2:18][CH3:19])[C:13](=[O:16])[CH2:14][CH3:15])[CH2:8][CH2:7]2.[N+:20](C)([O-:22])=[O:21]>>[Cl:1][C:2]1[CH:3]=[CH:4][C:5]([N+:20]([O-:22])=[O:21])=[C:6]2[C:11]=1[CH2:10][CH:9]([N:12]([CH2:17][CH2:18][CH3:19])[C:13](=[O:16])[CH2:14][CH3:15])[CH2:8][CH2:7]2. Procedure: To an ice-cold solution of compound 6 (12.5 g, 44.5 mmol) in nitromethane (100 ml) was added (dropwise) "nitrating acid" (32.6 ml) (see synthesis of compound 3) until all starting material was consumed (monitored with gas chromatography after basification of analytical samples and extraction with Et2O). Ice-water/Et2O was added, shaken and extracted one additional time (Et2O). The combined organic extracts were dried (Na2SO4), filtered and the solvent was evaporated (12.5 g, 87%). The resulting ... Starting materials: [NH4+].[Cl-] (NH4Cl), ClC1=NC(=CN=C1)Cl (2,6-dichloropyrazine), IC1=CC=C(C(=O)OCC)C=C1 (ethyl 4-iodobenzoate), [Li+].[Cl-] (LiCl). Reagents/catalysts: C=1C=CC(=CC1)/C=C/C(=O)/C=C/C2=CC=CC=C2.C=1C=CC(=CC1)/C=C/C(=O)/C=C/C2=CC=CC=C2.[Pd] (Pd(dba)2). Run in C1CCOC1 (THF), C1CCOC1 (THF). Yields the product ClC=1C(=NC=C(N1)Cl)C1=CC=C(C(=O)OCC)C=C1 (ethyl 4-(3,5-dichloropyrazin-2-yl)benzoate). Isolated yield 84.5%. Reaction SMILES: [Cl:1][C:2]1[CH:7]=[N:6][CH:5]=[C:4]([Cl:8])[N:3]=1.[Li+].[Cl-].I[C:12]1[CH:22]=[CH:21][C:15]([C:16]([O:18][CH2:19][CH3:20])=[O:17])=[CH:14][CH:13]=1.[NH4+].[Cl-]>C1COCC1.C1C=CC(/C=C/C(/C=C/C2C=CC=CC=2)=O)=CC=1.C1C=CC(/C=C/C(/C=C/C2C=CC=CC=2)=O)=CC=1.[Pd]>[Cl:1][C:2]1[C:7]([C:12]2[CH:22]=[CH:21][C:15]([C:16]([O:18][CH2:19][CH3:20])=[O:17])=[CH:14][CH:13]=2)=[N:6][CH:5]=[C:4]([Cl:8])[N:3]=1 |f:1.2,4.5,7.8.9|. Reported procedure: 2,6-Dichloropyrazine (9) (149 mg, 1.0 mmol) in THF (2 mL) was added to a solution of TMPZnCl.LiCl (2) (1.3 M in THF, 0.85 mL, 1.1 mmol) at 25° C. and the reaction mixture was then stirred at this temperature for 30 min according to TP 2. Pd(dba)2 (17 mg, 3 mol %) and P(o-furyl)3 (14 mg, 6 mol %) dissolved in THF (2 mL), followed by the addition of ethyl 4-iodobenzoate (359 mg, 1.3 mmol), were then transferred via cannula to the reaction mixture. The reaction mixture was stirred at 25° C. for 1.5... The reactants are COCCOCCOCCS(=O)(=O)CCN1C(NC(C1=O)(C)C)=O (3-(2-((2-(2-(2-methoxyethoxy)ethoxy)ethyl)sulfonyl)ethyl)-5,5-dimethylimidazolidine-2,4-dione), C(C)(C)(C)OCl (tert-Butylhypochlorite). Run in CO (methanol). Reaction conditions: temperature 0 celsius, time 3 hour. Product: ClN1C(N(C(C1(C)C)=O)CCS(=O)(=O)CCOCCOCCOC)=O (1-chloro-3-(2-((2-(2-(2-methoxyethoxy)ethoxy)ethyl)sulfonyl)ethyl)-5,5-dimethylimidazolidine-2,4-dione). Isolated yield 52.8%. Reaction SMILES: [CH3:1][O:2][CH2:3][CH2:4][O:5][CH2:6][CH2:7][O:8][CH2:9][CH2:10][S:11]([CH2:14][CH2:15][N:16]1[C:20](=[O:21])[C:19]([CH3:23])([CH3:22])[NH:18][C:17]1=[O:24])(=[O:13])=[O:12].C(O[Cl:30])(C)(C)C>CO>[Cl:30][N:18]1[C:19]([CH3:22])([CH3:23])[C:20](=[O:21])[N:16]([CH2:15][CH2:14][S:11]([CH2:10][CH2:9][O:8][CH2:7][CH2:6][O:5][CH2:4][CH2:3][O:2][CH3:1])(=[O:13])=[O:12])[C:17]1=[O:24]. Procedure details: A solution of 3-(2-((2-(2-(2-methoxyethoxy)ethoxy)ethyl)sulfonyl)ethyl)-5,5-dimethylimidazolidine-2,4-dione (1.9 g, 5.2 mmol) in methanol (10 ml) was cooled to 0° C. tert-Butylhypochlorite (613 ul, 5.45 mmol) was added. The resulting solution was stirred for 3 hours at 0° C., and then concentrated under reduced pressure. The crude material was purified by column chromatography, eluting from silica gel with a gradient of 5-12% methanol in dichloromethane to give 1.1 g of a clear oil. 1H NMR (D2O,... Reactants: C(CC1=CC=CC=C1)N (phenethylamine), ClC=1C2=C(N=C(N1)C1=CC=NO1)SC(=C2C)C (4-chloro-2-(isoxazol-5-yl)-5,6-dimethyl-thieno-[2,3-d]-pyrimidine). The product is O1N=CC=C1C=1N=C(C2=C(N1)SC(=C2C)C)NCCC2=CC=CC=C2 (2-(isoxazol-5-yl)-4-phenethylamino-5,6-dimethyl-thieno-[2,3-d]-pyrimidine). Reported procedure: With the procedure of Example 1, the reaction of phenethylamine with 4-chloro-2-(isoxazol-5-yl)-5,6-dimethyl-thieno-[2,3-d]-pyrimidine yields 2-(isoxazol-5-yl)-4-phenethylamino-5,6-dimethyl-thieno-[2,3-d]-pyrimidine. Reaction SMILES: [CH2:1]([NH2:9])[CH2:2][C:3]1[CH:8]=[CH:7][CH:6]=[CH:5][CH:4]=1.Cl[C:11]1[C:12]2[C:24]([CH3:25])=[C:23]([CH3:26])[S:22][C:13]=2[N:14]=[C:15]([C:17]2[O:21][N:20]=[CH:19][CH:18]=2)[N:16]=1>>[O:21]1[C:17]([C:15]2[N:16]=[C:11]([NH:9][CH2:1][CH2:2][C:3]3[CH:8]=[CH:7][CH:6]=[CH:5][CH:4]=3)[C:12]3[C:24]([CH3:25])=[C:23]([CH3:26])[S:22][C:13]=3[N:14]=2)=[CH:18][CH:19]=[N:20]1.